Dataset: the Open Reaction Database (ORD), a public repository of structured organic reaction records. Task: describe an organic reaction: reactants, conditions, products, and yield The reactants are COC(=O)C1=CC=NC2=C(C=CC=C12)NS(=O)(=O)C1=C(C=CC=C1)[N+](=O)[O-] (8-(2-nitro-benzenesulfonylamino)-quinoline-4-carboxylic acid methyl ester), COC(=O)C1=CC=NC2=C(C=CC=C12)NS(=O)(=O)C1=C(C=CC=C1)[N+](=O)[O-] (8-(2-nitro-benzenesulfonylamino)-quinoline-4-carboxylic acid methyl ester), Cl[Sn]Cl (SnCl2). The reagents and catalysts are Cl (HCl). Solvent: CO (MeOH). Product: COC(=O)C1=CC=NC2=C(C=CC=C12)NS(=O)(=O)C1=C(C=CC=C1)N (8-(2-Amino-benzenesulfonylamino)-quinoline-4-carboxylic acid methyl ester). Isolated yield 47.2%. As a reaction SMILES: [CH3:1][O:2][C:3]([C:5]1[C:14]2[C:9](=[C:10]([NH:15][S:16]([C:19]3[CH:24]=[CH:23][CH:22]=[CH:21][C:20]=3[N+:25]([O-])=O)(=[O:18])=[O:17])[CH:11]=[CH:12][CH:13]=2)[N:8]=[CH:7][CH:6]=1)=[O:4].Cl[Sn]Cl>Cl.CO>[CH3:1][O:2][C:3]([C:5]1[C:14]2[C:9](=[C:10]([NH:15][S:16]([C:19]3[CH:24]=[CH:23][CH:22]=[CH:21][C:20]=3[NH2:25])(=[O:18])=[O:17])[CH:11]=[CH:12][CH:13]=2)[N:8]=[CH:7][CH:6]=1)=[O:4]. Procedure: In a similar fashion using route 1 general procedure 4, 8-(2-nitro-benzenesulfonylamino)-quinoline-4-carboxylic acid methyl ester (Intermediate 260) (0.62 g, 1.6 mmol), SnCl2 (1.3 g, 6.4 mmol), 6N HCl (2 drops) and MeOH (15 ml) at 80° C. for 48 h gave the title compound (270 mg, 50%) which was used in the next step without further purification. The reactants are N([C@@H](C1CCCCC1)C(=O)N[C@@H](CC1=CC=CN=C1)C(=O)N)C(=O)OC(C)(C)C (Boc-(L)-Chg-(L)-Pal-NH2), Cl (chlorhydric acid). Solvent: C(Cl)Cl (methylene chloride). Conditions: time 30 minute. The product is N[C@@H](C1CCCCC1)C(=O)N[C@@H](CC1=CC=CN=C1)C(=O)N.Cl.Cl (H-(L)-Chg-(L)-Pal-NH2.2HCl). Isolated yield 95.0%. As a reaction SMILES: [NH:1](C(OC(C)(C)C)=O)[C@H:2]([C:9]([NH:11][C@H:12]([C:20]([NH2:22])=[O:21])[CH2:13][C:14]1[CH:19]=[N:18][CH:17]=[CH:16][CH:15]=1)=[O:10])[CH:3]1[CH2:8][CH2:7][CH2:6][CH2:5][CH2:4]1.[ClH:30]>C(Cl)Cl>[NH2:1][C@H:2]([C:9]([NH:11][C@H:12]([C:20]([NH2:22])=[O:21])[CH2:13][C:14]1[CH:19]=[N:18][CH:17]=[CH:16][CH:15]=1)=[O:10])[CH:3]1[CH2:8][CH2:7][CH2:6][CH2:5][CH2:4]1.[ClH:30].[ClH:30] |f:3.4.5|. Procedure details: Suspend Boc-(L)-Chg-(L)-Pal-NH2 (1.27 g, 3.12 mmol) in methylene chloride (50 mL), and add chlorhydric acid (10 mL, 4M in dioxane). After 30 minutes, evaporate dioxane and methylene chloride, dissolve the solid in methanol and precipitate the product by addition of ether (200 mL) and filter to give H-(L)-Chg-(L)-Pal-NH2.2HCl (1.12 g, 95%). Reactants: [H-].[Na+] (sodium hydride), N1C=CC2=CC=CC=C12 (indole), CN(C=O)C (dimethylformamide), resultant mixture, BrCCCBr (1,3-dibromopropane). Solvent: O (water). Conditions: time 20 hour. The product is BrCCCN1C=CC2=CC=CC=C12 (N-(3-bromopropyl)indole). Yield: 25.0%. RXN SMILES: [H-].[Na+].[NH:3]1[C:11]2[C:6](=[CH:7][CH:8]=[CH:9][CH:10]=2)[CH:5]=[CH:4]1.CN(C)C=O.[Br:17][CH2:18][CH2:19][CH2:20]Br>O>[Br:17][CH2:18][CH2:19][CH2:20][N:3]1[C:11]2[C:6](=[CH:7][CH:8]=[CH:9][CH:10]=2)[CH:5]=[CH:4]1 |f:0.1|. Reported procedure: To sodium hydride (0.9 g, 30 mmol, 80% oil dispersion) and indole (2.81 g, 24 mmoles) was added anhydrous dimethylformamide (50 mL). The resultant mixture was stirred at room temperature under argon for 1 h. Then neat 1,3-dibromopropane (7.3 mL, 72 mmol) was added and the reaction mixture was stirred at room temperature for 20 h. The reaction mixture was poured into water (120 mL) and the resultant slurry was extracted with diethyl ether (3×100 mL). After the organic extracts were combined and c... Reactants: CCCCCCCCCCCCNC(=O)c1ccc(CNC(C)c2cccc3ccccc23)cc1, CCOC(=O)C(=O)Cl, CCN(C(C)C)C(C)C, ClCCl. The product is CCCCCCCCCCCCNC(=O)c1ccc(CN(C(=O)C(=O)OCC)C(C)c2cccc3ccccc23)cc1. Reaction SMILES: [CH2:1]([CH2:2][CH2:3][CH2:4][CH2:5][CH2:6][CH2:7][CH2:8][CH2:9][CH2:10][CH2:11][CH3:12])[NH:13][C:14]([c:15]1[cH:16][cH:17][c:18]([CH2:21][NH:22][CH:23]([CH3:24])[c:25]2[cH:26][cH:27][cH:28][c:29]3[cH:30][cH:31][cH:32][cH:33][c:34]23)[cH:19][cH:20]1)=[O:35].[CH2:45]([CH3:46])[O:47][C:48]([C:49](=[O:50])[Cl:51])=[O:52].[CH:36]([N:37]([CH2:38][CH3:39])[CH:40]([CH3:41])[CH3:42])([CH3:43])[CH3:44].[Cl:53][CH2:54][Cl:55]>>[CH2:1]([CH2:2][CH2:3][CH2:4][CH2:5][CH2:6][CH2:7][CH2:8][CH2:9][CH2:10][CH2:11][CH3:12])[NH:13][C:14]([c:15]1[cH:16][cH:17][c:18]([CH2:21][N:22]([CH:23]([CH3:24])[c:25]2[cH:26][cH:27][cH:28][c:29]3[cH:30][cH:31][cH:32][cH:33][c:34]23)[C:49]([C:48]([O:47][CH2:45][CH3:46])=[O:52])=[O:50])[cH:19][cH:20]1)=[O:35]. Reactants: Brc1ccc2[nH]ccc2c1, Cc1ccc(O)cc1. Yields the product Cc1ccc(Oc2ccc3[nH]ccc3c2)cc1. RXN SMILES: [Br:1][c:2]1[cH:3][c:4]2[cH:5][cH:6][nH:7][c:8]2[cH:9][cH:10]1.[CH3:11][c:12]1[cH:13][cH:14][c:15]([OH:16])[cH:17][cH:18]1>>[c:2]1([O:16][c:15]2[cH:14][cH:13][c:12]([CH3:11])[cH:18][cH:17]2)[cH:3][c:4]2[cH:5][cH:6][nH:7][c:8]2[cH:9][cH:10]1. Starting materials: C(C1=CC=CC=C1)OC1=CC=C2CCC(CC2=C1)OC(C)=O (acetic acid 7-benzyloxy-1,2,3,4-tetrahydronaphthalen-2-yl ester), [N+](=O)(O)[O-] (HNO3). The reagents and catalysts are OS(=O)(=O)O (H2SO4), O.[N+](=O)([O-])[O-].[Cu+2].O.O.O.O.[N+](=O)([O-])[O-].[Cu+2].[N+](=O)([O-])[O-].[N+](=O)([O-])[O-] (copper(II) nitrate hemipentahydrate). Solvent: CC(=O)O (AcOH), CC(=O)O (AcOH). Conditions: time 1.5 hour. The product is C(C1=CC=CC=C1)OC1=C(C=C2CCC(CC2=C1)OC(C)=O)[N+](=O)[O-] (acetic acid 7-benzyloxy-6-nitro-1,2,3,4-tetrahydronaphthalen-2-yl ester). Reaction SMILES: [CH2:1]([O:8][C:9]1[CH:18]=[C:17]2[C:12]([CH2:13][CH2:14][CH:15]([O:19][C:20](=[O:22])[CH3:21])[CH2:16]2)=[CH:11][CH:10]=1)[C:2]1[CH:7]=[CH:6][CH:5]=[CH:4][CH:3]=1.[N+:23]([O-])([OH:25])=[O:24]>CC(O)=O.OS(O)(=O)=O.O.[N+]([O-])([O-])=O.[Cu+2].O.O.O.O.[N+]([O-])([O-])=O.[Cu+2].[N+]([O-])([O-])=O.[N+]([O-])([O-])=O>[CH2:1]([O:8][C:9]1[CH:18]=[C:17]2[C:12]([CH2:13][CH2:14][CH:15]([O:19][C:20](=[O:22])[CH3:21])[CH2:16]2)=[CH:11][C:10]=1[N+:23]([O-:25])=[O:24])[C:2]1[CH:3]=[CH:4][CH:5]=[CH:6][CH:7]=1 |f:4.5.6.7.8.9.10.11.12.13.14|. Reported procedure: To a solution of acetic acid 7-benzyloxy-1,2,3,4-tetrahydronaphthalen-2-yl ester (5.77 g, 19.5 mmol) in AcOH (30 mL) is added a solution of 90% HNO3 (3.0 mL, ca. 64 mmol) in AcOH (5 mL), copper(II) nitrate hemipentahydrate (3.71 g, 19.8 mmol) and conc. H2SO4 (3 drops) at room temperature. The mixture is stirred at room temperature for 1.5 h and partitioned between EtOAc and aq. KOH. The organic layer is dried over MgSO4, concentrated and chromatographed to afford acetic acid 7-benzyloxy-6-nitro-... Starting materials: [N+](=O)([O-])C1=CC=C(C[C@@H](N)C(=O)O)C=C1 (p-Nitro-D-Phenylalanine), C(C)(=O)OC(C)=O (acetic anhydride), C(C)O (ethanol). The solvent is [OH-].[Na+] (sodium hydroxide). The product is C(C)(=O)N[C@H](CC1=CC=C(C=C1)[N+](=O)[O-])C(=O)O (Nα -Acetyl-p-Nitro-D-Phenylalanine). As a reaction SMILES: [N+:1]([C:4]1[CH:15]=[CH:14][C:7]([CH2:8][C@H:9]([C:11]([OH:13])=[O:12])[NH2:10])=[CH:6][CH:5]=1)([O-:3])=[O:2].[C:16](OC(=O)C)(=[O:18])[CH3:17].C(O)C>[OH-].[Na+]>[C:16]([NH:10][C@@H:9]([C:11]([OH:13])=[O:12])[CH2:8][C:7]1[CH:6]=[CH:5][C:4]([N+:1]([O-:3])=[O:2])=[CH:15][CH:14]=1)(=[O:18])[CH3:17] |f:3.4|. Reported procedure: Compound 6 (6.20 g) was acetylated with acetic anhydride (9 ml) in aqueous sodium hydroxide at pH 9 and 4° C. according to the procedure of Yoshida and Ishii [J. Biochem., 71, 185-191 (1972)]. Obtained 5.32 g (71.4%), mp 165°-166° C., [α]D25 =-46.2 °(c =2.8, ethanol)